Dataset: the Open Reaction Database (ORD), a public repository of structured organic reaction records. Task: describe an organic reaction: reactants, conditions, products, and yield Yields the product CCC(N)C(=O)NCCCc1cc2ccccc2n1C. Reaction SMILES: [CH3:1][n:2]1[c:3]([CH2:11][CH2:12][CH2:13][NH:14][C:15]([CH:16]([CH2:17][CH3:18])[NH:19][C:20](=[O:21])[C:22]([F:23])([F:24])[F:25])=[O:26])[cH:4][c:5]2[cH:6][cH:7][cH:8][cH:9][c:10]12.[CH3:32][OH:33].[Cl:36][CH2:37][Cl:38].[Na+:35].[O:27]1[CH2:28][CH2:29][CH2:30][CH2:31]1.[OH-:34]>>[CH3:1][n:2]1[c:3]([CH2:11][CH2:12][CH2:13][NH:14][C:15]([CH:16]([CH2:17][CH3:18])[NH2:19])=[O:26])[cH:4][c:5]2[cH:6][cH:7][cH:8][cH:9][c:10]12. The reactants are CCC(NC(=O)C(F)(F)F)C(=O)NCCCc1cc2ccccc2n1C, CO, ClCCl, [Na+], C1CCOC1, [OH-]. The reactants are ClC1=C(C(=CC=C1)Cl)NC1=NC=2C(=NC(=C(C2)C(=O)OC)OC)N1C (methyl 2-(2,6-dichlorophenylamino)-5-methoxy-3-methyl-3H-imidazo[4,5-b]pyridine-6-carboxylate), C[Al](C)C (trimethyl aluminium), CCCCCC (hexane), BrC1=CC=C(N)C=C1 (4-bromo-aniline). Run in C1CCOC1 (THF), C(C)(=O)O (acetic acid), CO (methanol), O (water). Conditions: time 1 hour. The product is BrC1=CC=C(C=C1)NC(=O)C=1C=C2C(=NC1OC)N(C(=N2)NC2=C(C=CC=C2Cl)Cl)C (N-(4-Bromophenyl)-2-(2,6-dichlorophenylamino)-5-methoxy-3-methyl-3H-imidazo[4,5-b]pyridine-6-carboxamide). As a reaction SMILES: C[Al](C)C.CCCCCC.[Br:11][C:12]1[CH:18]=[CH:17][C:15]([NH2:16])=[CH:14][CH:13]=1.[Cl:19][C:20]1[CH:25]=[CH:24][CH:23]=[C:22]([Cl:26])[C:21]=1[NH:27][C:28]1[N:42]([CH3:43])[C:31]2=[N:32][C:33]([O:40][CH3:41])=[C:34]([C:36](OC)=[O:37])[CH:35]=[C:30]2[N:29]=1>C1COCC1.O.C(O)(=O)C.CO>[Br:11][C:12]1[CH:18]=[CH:17][C:15]([NH:16][C:36]([C:34]2[CH:35]=[C:30]3[N:29]=[C:28]([NH:27][C:21]4[C:22]([Cl:26])=[CH:23][CH:24]=[CH:25][C:20]=4[Cl:19])[N:42]([CH3:43])[C:31]3=[N:32][C:33]=2[O:40][CH3:41])=[O:37])=[CH:14][CH:13]=1. Reported procedure: 2 M trimethyl aluminium solution in hexane (0.35 mL, 0.35 mmol) was added to 4-bromo-aniline (50 mg, 0.31 mmol) in 3.0 mL THF and the mixture stirred at ambient temperature for 1 h. Then methyl 2-(2,6-dichlorophenylamino)-5-methoxy-3-methyl-3H-imidazo[4,5-b]pyridine-6-carboxylate (0.10 g, 0.26 mmol) was added and the mixture stirred at 60° C. for 16 h. Then methanol and acetic acid were added, the mixture poured into water. The precipitate was filtered off, washed with water and dried. Then the ... The reactants are Br, O=C([O-])O, CC(C)(C)C(=O)C#N, CC(=O)O, [Na+], O. Product: CC(C)(C)C(=O)C(N)=O. As a reaction SMILES: [BrH:9].[C:11]([O-:12])(=[O:13])[OH:14].[C:1]([C:2]([CH3:3])([CH3:4])[CH3:5])(=[O:6])[C:7]#[N:8].[CH3:16][C:17](=[O:18])[OH:19].[Na+:15].[OH2:10]>>[C:1]([C:2]([CH3:3])([CH3:4])[CH3:5])(=[O:6])[C:7]([NH2:8])=[O:12]. Starting materials: C(C(=O)C1=CC=CC=C1)Br (phenacyl bromide), ClC1=CC=C(C=C1)S (4-chlorothiophenol). Reagents/catalysts: [Cl-].C(C1=CC=CC=C1)[N+](CC)(CC)CC (benzyl triethyl ammonium chloride). Run in ClCCl (dichloromethane), O (water). Conditions: time 16 hour. The product is ClC1=CC=C(C=C1)SCC(=O)C1=CC=CC=C1 (2-(4-chlorophenylthio)-1-phenylethanone). Isolated yield 56.1%. Reaction SMILES: [CH2:1](Br)[C:2]([C:4]1[CH:9]=[CH:8][CH:7]=[CH:6][CH:5]=1)=[O:3].[Cl:11][C:12]1[CH:17]=[CH:16][C:15]([SH:18])=[CH:14][CH:13]=1>[Cl-].C([N+](CC)(CC)CC)C1C=CC=CC=1.ClCCl.O>[Cl:11][C:12]1[CH:17]=[CH:16][C:15]([S:18][CH2:1][C:2]([C:4]2[CH:9]=[CH:8][CH:7]=[CH:6][CH:5]=2)=[O:3])=[CH:14][CH:13]=1 |f:2.3|. Procedure details: To a solution of phenacyl bromide (1 g), 4-chlorothiophenol (1.37 g), and benzyl triethyl ammonium chloride (78 mg) in dichloromethane (20 ml) NaOH (0.61 g) in water (2 ml) was added. The mixture was stirred vigorously at rt for 16 h. After dilution with water (50 ml) the organic layer was separated, washed with brine (20 ml), dried (MgSO4), and evaporated. The crude was purified by column chromatography on silica gel (petrol ether/ethyl acetate 12:1) to provide 2-(4-chlorophenylthio)-1-phenylet... The reactants are C(C=C)C1=C(O[C@H]2[C@@H](CN(C2)CC)O)C=CC=C1 (trans 4-(2-allylphenoxy)-1-ethyl-3-pyrrolidinol), C(C)N=C=O (ethylisocyanate). Run in C1=CC=CC=C1 (benzene), C1=CC=CC=C1 (benzene), petroleum ether. The product is C(C)NC(=O)O[C@@H]1CN(C[C@H]1OC1=C(C=CC=C1)CC=C)CC (Trans-1-ethyl-4-[2-(2-propenyl)phenoxy]-3-pyrrolidinol ethylcarbamate). As a reaction SMILES: [CH2:1]([C:4]1[CH:18]=[CH:17][CH:16]=[CH:15][C:5]=1[O:6][C@@H:7]1[CH2:11][N:10]([CH2:12][CH3:13])[CH2:9][C@H:8]1[OH:14])[CH:2]=[CH2:3].[CH2:19]([N:21]=[C:22]=[O:23])[CH3:20]>C1C=CC=CC=1>[CH2:19]([NH:21][C:22]([O:14][C@H:8]1[C@H:7]([O:6][C:5]2[CH:15]=[CH:16][CH:17]=[CH:18][C:4]=2[CH2:1][CH:2]=[CH2:3])[CH2:11][N:10]([CH2:12][CH3:13])[CH2:9]1)=[O:23])[CH3:20]. Reported procedure: A mixture of 7.3 g. of trans 4-(2-allylphenoxy)-1-ethyl-3-pyrrolidinol and 2.5 g. of ethylisocyanate in 30 ml. of benzene was stirred for 48 hr. The benzene was replaced by petroleum ether and the solution chilled. The yield of precipitate melting at 53-6° C. was 78%. The reactants are CNC(OC1=CC=C(C=2CCCCC12)SC)=O (4-methylmercapto-5,6,7,8-tetrahydro-1-naphthyl N-methylcarbamate), C(C)(=O)OO (peracetic acid). Procedure: This compound was prepared in 90% yield by allowing a solution of 4-methylmercapto-5,6,7,8-tetrahydro-1-naphthyl N-methylcarbamate in ethyl acetate to slowly react at 35°-40° with one equivalent of peracetic acid in ethyl acetate. An ice bath was required to maintain the reaction temperature in the proper range. At the conclusion of the reaction, the solution was diluted with heptane and the resulting precipitate collected by filtration and washed thoroughly with heptane. After drying, the produ... Solvent: CCCCCCC (heptane), C(C)(=O)OCC (ethyl acetate), C(C)(=O)OCC (ethyl acetate). RXN SMILES: [CH3:1][NH:2][C:3](=[O:17])[O:4][C:5]1[C:14]2[CH2:13][CH2:12][CH2:11][CH2:10][C:9]=2[C:8]([S:15][CH3:16])=[CH:7][CH:6]=1.C(OO)(=[O:20])C>C(OCC)(=O)C.CCCCCCC>[CH3:1][NH:2][C:3](=[O:17])[O:4][C:5]1[C:14]2[CH2:13][CH2:12][CH2:11][CH2:10][C:9]=2[C:8]([S:15]([CH3:16])=[O:20])=[CH:7][CH:6]=1. The yield is 90.0%. The product is CNC(OC1=CC=C(C=2CCCCC12)S(=O)C)=O (4-Methylsulfinyl-5,6,7,8-tetrahydro-1-naphthyl N-methylcarbamate).